This data is from the Open Reaction Database (ORD), a public repository of structured organic reaction records. The task is: describe an organic reaction: reactants, conditions, products, and yield Starting materials: CNC, O=[N+]([O-])c1ccccc1CS(=O)(=O)Cl, C1COCCO1. The product is CN(C)S(=O)(=O)Cc1ccccc1[N+](=O)[O-]. RXN SMILES: [CH3:15][NH:16][CH3:17].[N+:1](=[O:2])([O-:3])[c:4]1[c:5]([CH2:10][S:11](=[O:12])(=[O:13])[Cl:14])[cH:6][cH:7][cH:8][cH:9]1.[O:18]1[CH2:19][CH2:20][O:21][CH2:22][CH2:23]1>>[N+:1](=[O:2])([O-:3])[c:4]1[c:5]([CH2:10][S:11](=[O:12])(=[O:13])[N:16]([CH3:15])[CH3:17])[cH:6][cH:7][cH:8][cH:9]1.